From a dataset of the Open Reaction Database (ORD), a public repository of structured organic reaction records. describe an organic reaction: reactants, conditions, products, and yield The reactants are acid chloride, COC1=C(N)C(=CC(=C1)OC)OC (2,4,6-trimethoxyaniline), C(CC)C1=CC=C(C=C1)SC(C(=O)O)CCCCCCC (2-(4-n-Propylphenylthio)nonanoic acid). The reagents and catalysts are CN(C1=CC=NC=C1)C (4-dimethylaminopyridine). Run in C(Cl)Cl (methylene chloride), S(=O)(Cl)Cl (thionyl chloride). Conditions: time 8 hour. Yields the product C(CC)C1=CC=C(C=C1)SC(C(=O)NC1=C(C=C(C=C1OC)OC)OC)CCCCCCC (2-(4-n-propylphenylthio)-N-(2,4,6-trimethoxyphenyl)nonanamide). Isolated yield 49.0%. RXN SMILES: [CH2:1]([C:4]1[CH:9]=[CH:8][C:7]([S:10][CH:11]([CH2:15][CH2:16][CH2:17][CH2:18][CH2:19][CH2:20][CH3:21])[C:12]([OH:14])=O)=[CH:6][CH:5]=1)[CH2:2][CH3:3].[CH3:22][O:23][C:24]1[CH:30]=[C:29]([O:31][CH3:32])[CH:28]=[C:27]([O:33][CH3:34])[C:25]=1[NH2:26]>S(Cl)(Cl)=O.C(Cl)Cl.CN(C)C1C=CN=CC=1>[CH2:1]([C:4]1[CH:5]=[CH:6][C:7]([S:10][CH:11]([CH2:15][CH2:16][CH2:17][CH2:18][CH2:19][CH2:20][CH3:21])[C:12]([NH:26][C:25]2[C:27]([O:33][CH3:34])=[CH:28][C:29]([O:31][CH3:32])=[CH:30][C:24]=2[O:23][CH3:22])=[O:14])=[CH:8][CH:9]=1)[CH2:2][CH3:3]. Procedure details: 1.54 g (5 mmole) of the title compound of Example 3 in 20 ml of thionyl chloride was refluxed for 3 hours and then concentrated to dryness in vacuo. 523 mg (1.6 mmole) of the resulting acid chloride was dissolved in 20 ml methylene chloride and to the solution was added 292 mg (1.6. mmole) 2,4,6-trimethoxyaniline and 195 mg (1.6 mmole) 4-dimethylaminopyridine. The resulting solution was stirred at room temperature overnight and then concentrated in vacuo. The residue was partitioned between 60 m...